Dataset: the Open Reaction Database (ORD), a public repository of structured organic reaction records. Task: describe an organic reaction: reactants, conditions, products, and yield Starting materials: [H-].[Na+] (Sodium hydride), ClC=1C=C(CCl)C=CC1 (m-chlorobenzyl chloride), C(C)(C)(C)OC(CC(=O)C)=O (t-butylacetoacetate), [Li]CCCC (BuLi), CCCCCC (hexane). Solvent: O1CCCC1 (THF). Product: ClC=1C=C(C=CC1)CCC(CC(=O)OC(C)(C)C)=O (t-butyl 5-(m-chlorophenyl)-3-oxo-pentanoate). Yield: 86.6%. As a reaction SMILES: [H-].[Na+].[C:3]([O:7][C:8](=[O:13])[CH2:9][C:10]([CH3:12])=[O:11])([CH3:6])([CH3:5])[CH3:4].[Li]CCCC.CCCCCC.[Cl:25][C:26]1[CH:27]=[C:28]([CH:31]=[CH:32][CH:33]=1)[CH2:29]Cl>O1CCCC1>[Cl:25][C:26]1[CH:27]=[C:28]([CH2:29][CH2:12][C:10](=[O:11])[CH2:9][C:8]([O:7][C:3]([CH3:6])([CH3:4])[CH3:5])=[O:13])[CH:31]=[CH:32][CH:33]=1 |f:0.1|. Reported procedure: Sodium hydride (5.43 g, 0.11 mol, 50% as an oil suspension) is placed in a 500 ml 3-neck flask (equipped with a thermometer, an addition funnel, and a rubber septum) under nitrogen and washed 2×100 ml hexanes to remove the oil. Then 230 ml dry THF (tetrahydrofuran) is introduced and the sodium hydride suspension is cooled to 4° and magnetically stirred. t-butylacetoacetate (16.5 ml, 0.1 mol) is added with a rate which is controlled so that the gas evolution is not too vigorous and the temperatur... Reactants: CC(C)(C)c1cc(C=O)cc(C(C)(C)C)c1O, C1CCNCC1, CCO, CCOC(=O)Cc1cccnc1. Product: CCOC(=O)C(=Cc1cc(C(C)(C)C)c(O)c(C(C)(C)C)c1)c1cccnc1. As a reaction SMILES: [C:1]([CH3:2])([CH3:3])([CH3:4])[c:5]1[cH:6][c:7]([CH:8]=[O:9])[cH:10][c:11]([C:14]([CH3:15])([CH3:16])[CH3:17])[c:12]1[OH:13].[CH2:30]1[CH2:31][CH2:32][NH:33][CH2:34][CH2:35]1.[CH3:36][CH2:37][OH:38].[n:18]1[cH:19][c:20]([CH2:24][C:25](=[O:26])[O:27][CH2:28][CH3:29])[cH:21][cH:22][cH:23]1>>[C:1]([CH3:2])([CH3:3])([CH3:4])[c:5]1[cH:6][c:7]([CH:8]=[C:24]([c:20]2[cH:19][n:18][cH:23][cH:22][cH:21]2)[C:25](=[O:26])[O:27][CH2:28][CH3:29])[cH:10][c:11]([C:14]([CH3:15])([CH3:16])[CH3:17])[c:12]1[OH:13]. Starting materials: OC\C=C(\C)/C=1C=C(C2=C(C(CO2)(C)C)C1)CCC(CCCC)=O (1-[5-((Z)-3-hydroxy-1-methyl-propenyl)-3,3-dimethyl-2,3-dihydro-benzofuran-7-yl]-heptan-3-one), ICI (diiodomethane), (4S-trans)-2-butyl-N,N,N′,N′-tetramethyl[1,3,2]dioxaborolane-[4,5]dicarboxamide, powder, C(C)[Zn]CC (diethylzinc), COCCOC (1,2-dimethoxyethane), Intermediate. Run in CCCCCC (hexane), C(C)(=O)OCC (ethyl acetate), ClCCl (dichloromethane), ClCCl (dichloromethane). Yields the product OC[C@@H]1[C@@](C1)(C)C=1C=C(C2=C(C(CO2)(C)C)C1)CCC(CCCC)=O (1-[5-(1S 2S)-(2-Hydroxymethyl-1-methyl-cyclopropyl)-3,3-dimethyl-2,3-dihydro-benzofuran-7-yl]-heptan-3-one), oil. Yield: 85.0%. Reaction SMILES: [CH2:1]([Zn]CC)C.COCCOC.ICI.[OH:15][CH2:16]/[CH:17]=[C:18](\[C:20]1[CH:21]=[C:22]([CH2:31][CH2:32][C:33](=[O:38])[CH2:34][CH2:35][CH2:36][CH3:37])[C:23]2[O:27][CH2:26][C:25]([CH3:29])([CH3:28])[C:24]=2[CH:30]=1)/[CH3:19]>ClCCl.CCCCCC.C(OCC)(=O)C>[OH:15][CH2:16][C@H:17]1[CH2:19][C@@:18]1([C:20]1[CH:21]=[C:22]([CH2:31][CH2:32][C:33](=[O:38])[CH2:34][CH2:35][CH2:36][CH3:37])[C:23]2[O:27][CH2:26][C:25]([CH3:29])([CH3:28])[C:24]=2[CH:30]=1)[CH3:1]. Procedure: Following General Procedure C and using 1.57M diethylzinc in anhydrous dichloromethane (10 mL, 15.7 mmol), 1,2-dimethoxyethane (1.63 mL, 15.7 mmol), diiodomethane (2.53 mL, 31.4 mmol), 1-[5-((Z)-3-hydroxy-1-methyl-propenyl)-3,3-dimethyl-2,3-dihydro-benzofuran-7-yl]-heptan-3-one (Intermediate 800.18 g, 0.55 mmol), 4A° molecular sieves powder (0.4 g) and (4S-trans)-2-butyl-N,N,N′,N′-tetramethyl[1,3,2]dioxaborolane-[4,5]dicarboxamide (0.34 g, 1.17 mmol) in 3 mL of anhydrous dichloromethane followed... Starting materials: [BH4-], CO, ClCCl, [Na+], O=C1CCN(c2cnn(-c3ccc(Cl)cc3)c(=O)c2Oc2ccc(-c3ccccc3)cc2)CC1. The product is O=c1c(Oc2ccc(-c3ccccc3)cc2)c(N2CCC(O)CC2)cnn1-c1ccc(Cl)cc1. RXN SMILES: [BH4-:35].[CH3:40][OH:41].[Cl:37][CH2:38][Cl:39].[Na+:36].[c:1]1(-[c:29]2[cH:30][cH:31][cH:32][cH:33][cH:34]2)[cH:2][cH:3][c:4]([O:7][c:8]2[c:9](=[O:28])[n:10](-[c:21]3[cH:22][cH:23][c:24]([Cl:27])[cH:25][cH:26]3)[n:11][cH:12][c:13]2[N:14]2[CH2:15][CH2:16][C:17](=[O:20])[CH2:18][CH2:19]2)[cH:5][cH:6]1>>[c:1]1(-[c:29]2[cH:30][cH:31][cH:32][cH:33][cH:34]2)[cH:2][cH:3][c:4]([O:7][c:8]2[c:9](=[O:28])[n:10](-[c:21]3[cH:22][cH:23][c:24]([Cl:27])[cH:25][cH:26]3)[n:11][cH:12][c:13]2[N:14]2[CH2:15][CH2:16][CH:17]([OH:20])[CH2:18][CH2:19]2)[cH:5][cH:6]1. As a reaction SMILES: [O:1]1[CH:5]=[CH:4][CH:3]=[C:2]1[CH2:6][C:7](=O)[CH3:8].[CH3:10][NH:11][C:12]#[C:13][CH3:14].[Al].[Cl-].[Na+].[OH-].[Na+]>O.C(O)C>[CH3:10][N:11]([C:12]#[C:13][CH3:14])[CH:7]([CH3:8])[CH2:6][C:2]1[O:1][CH:5]=[CH:4][CH:3]=1 |f:3.4,5.6|. The product is CN(C(CC=1OC=CC1)C)C#CC (N-methyl-N-[1-methyl-2-(2-furyl)-ethyl]-propynyl amine). Procedure details: 12.4 g. (0.1 mole) of 2-furyl-acetone are dissolved in 100 ml. of ethanol, whereupon 7.25 g. (0.105 moles) of methyl-propinyl amine are added. 3.5 g. of aluminium foiles are degressed with ethanol and thereafter activated with a solution of 1 g. of mercuric chloride and 15 g. of sodium chloride in 30 ml. of water. The activating solution is decanted after 6-8 minutes and the activated aluminum foils are washed with cold water and added to the alcoholic solution previously prepared under stirring... Starting materials: O1C(=CC=C1)CC(C)=O (2-furyl-acetone), [Cl-].[Na+] (sodium chloride), mercuric chloride, CNC#CC (methyl-propinyl amine), [Al] (aluminium), [OH-].[Na+] (sodium hydroxide). Run in C(C)O (ethanol), C(C)O (ethanol), O (water). Reactants: CC(=O)OC1C(=O)N(c2ccccc2)c2cc(Cl)ccc2-n2cnnc21, CC(=O)O, CCO, [Na+], [OH-]. The product is O=C1C(O)c2nncn2-c2ccc(Cl)cc2N1c1ccccc1. Reaction SMILES: [C:1](=[O:2])([CH3:3])[O:4][CH:5]1[c:6]2[n:7]([cH:24][n:25][n:26]2)-[c:8]2[c:9]([cH:19][c:20]([Cl:23])[cH:21][cH:22]2)[N:10]([c:13]2[cH:14][cH:15][cH:16][cH:17][cH:18]2)[C:11]1=[O:12].[CH3:29][C:30](=[O:31])[OH:32].[CH3:33][CH2:34][OH:35].[Na+:28].[OH-:27]>>[OH:4][CH:5]1[c:6]2[n:7]([cH:24][n:25][n:26]2)-[c:8]2[c:9]([cH:19][c:20]([Cl:23])[cH:21][cH:22]2)[N:10]([c:13]2[cH:14][cH:15][cH:16][cH:17][cH:18]2)[C:11]1=[O:12]. Reactants: C(C1=CC=CC=C1)OC1=C(C=C(CC2=C(C=C(C=C2C)O)C)C=C1)S(=O)(=O)C1=CC=C(C=C1)F (4-{4-(Benzyloxy)-3-[(4-fluorophenyl)sulphonyl]benzyl}-3,5-dimethylphenol), CC(C(=O)OCC)(Br)C (ethyl dimethylbromoacetate). The product is C(C1=CC=CC=C1)OC1=C(C=C(CC2=C(C=C(OC(C(=O)OCC)(C)C)C=C2C)C)C=C1)S(=O)(=O)C1=CC=C(C=C1)F (Ethyl 2-(4-{4-(benzyloxy)-3-[(4-fluorophenyl)sulphonyl]benzyl}-3,5-dimethylphenoxy)-2-methylpropanoate). As a reaction SMILES: [CH2:1]([O:8][C:9]1[CH:24]=[CH:23][C:12]([CH2:13][C:14]2[C:19]([CH3:20])=[CH:18][C:17]([OH:21])=[CH:16][C:15]=2[CH3:22])=[CH:11][C:10]=1[S:25]([C:28]1[CH:33]=[CH:32][C:31]([F:34])=[CH:30][CH:29]=1)(=[O:27])=[O:26])[C:2]1[CH:7]=[CH:6][CH:5]=[CH:4][CH:3]=1.[CH3:35][C:36]([CH3:43])(Br)[C:37]([O:39][CH2:40][CH3:41])=[O:38]>>[CH2:1]([O:8][C:9]1[CH:24]=[CH:23][C:12]([CH2:13][C:14]2[C:19]([CH3:20])=[CH:18][C:17]([O:21][C:36]([CH3:43])([CH3:35])[C:37]([O:39][CH2:40][CH3:41])=[O:38])=[CH:16][C:15]=2[CH3:22])=[CH:11][C:10]=1[S:25]([C:28]1[CH:33]=[CH:32][C:31]([F:34])=[CH:30][CH:29]=1)(=[O:26])=[O:27])[C:2]1[CH:3]=[CH:4][CH:5]=[CH:6][CH:7]=1. Procedure details: This compound was obtained analogously to Example XI starting from 4-{4-(benzyloxy)-3-[(4-fluorophenyl)sulphonyl]benzyl}-3,5-dimethylphenol (Example X) and ethyl dimethylbromoacetate.